This data is from the Open Reaction Database (ORD), a public repository of structured organic reaction records. The task is: describe an organic reaction: reactants, conditions, products, and yield Reactants: O (water), CS(=O)(=O)O (methanesulfonic acid), C1(=CC=CC=C1)\C(\C)=N\NC(C1=CC=CC=C1)=O ((E)-N′-(1-phenylethylidene)benzohydrazide), [H][H] (hydrogen), C1(=CC=CC=C1)\C(\C)=N\NC(C1=CC=CC=C1)=O ((E)-N′-(1-phenylethylidene)benzohydrazide), Rh(cod) (S,S)-ptbp-skewphos, [H][H] (hydrogen). Run in CC(=O)C (acetone). Yields the product resultant product, C1(=CC=CC=C1)C(C)NNC(C1=CC=CC=C1)=O (N′-(1-phenylethyl)benzohydrazide). RXN SMILES: [C:1]1(/[C:7](=[N:9]/[NH:10][C:11](=[O:18])[C:12]2[CH:17]=[CH:16][CH:15]=[CH:14][CH:13]=2)/[CH3:8])[CH:6]=[CH:5][CH:4]=[CH:3][CH:2]=1.CS(O)(=O)=O.O.[H][H]>CC(C)=O>[C:1]1([CH:7]([NH:9][NH:10][C:11](=[O:18])[C:12]2[CH:13]=[CH:14][CH:15]=[CH:16][CH:17]=2)[CH3:8])[CH:2]=[CH:3][CH:4]=[CH:5][CH:6]=1. Procedure details: In a 120 mL high-pressure autoclave were charged (E)-N′-(1-phenylethylidene)benzohydrazide (119 mg) [mw. 238.28, 0.5 mmol], [Rh(cod) (S,S)-ptbp-skewphos)]OTf (5.1 mg) [mw. 1025.08, 5.0 μmol, s/c 100], and methanesulfonic acid (0.5 mg) [mw. 96.11, 5.0 μmol, 0.01 eq.]. The system was substituted with argon 7 times. 10 mL Schlenk flask was substituted with argon, pure water (9 mg) [mw. 18.02, 0.5 mmol, 1.0 eq.] and dehydrated acetone for organic synthesis (5 mL) were added, and the solution was fed... The reactants are N1=C(C=CC=C1)C=CC1=CNC2=NC=C(C=C21)C=2C=C(C=CC2)O (3-[3-(2-pyridin-2-yl-vinyl)-1H-pyrrolo[2,3-b]pyridine-5-yl]-phenol), CO.C(Cl)Cl.CN(C)C=O (MeOH CH2Cl2 DMF). The reagents and catalysts are [Pd] (Pd/C). Run in CO.C(Cl)Cl (MeOH CH2Cl2). Reaction conditions: time 2 day. Yields the product N1=C(C=CC=C1)CCC1=CNC2=NC=C(C=C21)C=2C=C(C=CC2)O (3-[3-(2-pyridin-2-yl-ethyl)-1H-pyrrolo[2,3-b]pyridine-5-yl]-phenol). The yield is 59.5%. RXN SMILES: [N:1]1[CH:6]=[CH:5][CH:4]=[CH:3][C:2]=1[CH:7]=[CH:8][C:9]1[C:17]2[C:12](=[N:13][CH:14]=[C:15]([C:18]3[CH:19]=[C:20]([OH:24])[CH:21]=[CH:22][CH:23]=3)[CH:16]=2)[NH:11][CH:10]=1.CO.C(Cl)Cl.CN(C=O)C>[Pd].CO.C(Cl)Cl>[N:1]1[CH:6]=[CH:5][CH:4]=[CH:3][C:2]=1[CH2:7][CH2:8][C:9]1[C:17]2[C:12](=[N:13][CH:14]=[C:15]([C:18]3[CH:19]=[C:20]([OH:24])[CH:21]=[CH:22][CH:23]=3)[CH:16]=2)[NH:11][CH:10]=1 |f:1.2.3,5.6|. Procedure: A suspension of 3-[3-(2-pyridin-2-yl-vinyl)-1H-pyrrolo[2,3-b]pyridine-5-yl]-phenol (10 mg, 0.032 mmol) and 10 wt % Pd/C (1.7 mg, 0.0016 mmol) in 0.9 ml of a (1:1:1) mixture of MeOH/CH2Cl2/DMF was stirred for 2 days under H2 atmosphere. The mixture was adsorbed directly on silica gel. Purification on silica gel with a gradient, of MeOH/CH2Cl2 afforded 3-[3-(2-pyridin-2-yl-ethyl)-1H-pyrrolo[2,3-b]pyridine-5-yl]-phenol as a yellow solid (6 mg, 60% yield), 1H NMR (500 MHz, DMSO-d6) δ 3.22 (t, J=7.5 ... The reactants are O (water), ClC1=CC(=C(N)C=C1Cl)[N+](=O)[O-] (4,5-dichloro-2-nitroaniline), N1CCNCC1 (piperazine), C([O-])([O-])=O.[Na+].[Na+] (sodium carbonate). The solvent is C1(CCCCC1)O (cyclohexanol). Conditions: temperature 150 celsius, time 14 hour. Product: ClC1=CC(=C(N)C=C1N1CCNCC1)[N+](=O)[O-] (4-chloro-2-nitro-5-(piperazin-1-yl) aniline). The yield is 84.9%. As a reaction SMILES: [Cl:1][C:2]1[C:8](Cl)=[CH:7][C:5]([NH2:6])=[C:4]([N+:10]([O-:12])=[O:11])[CH:3]=1.[NH:13]1[CH2:18][CH2:17][NH:16][CH2:15][CH2:14]1.C(=O)([O-])[O-].[Na+].[Na+].O>C1(O)CCCCC1>[Cl:1][C:2]1[C:8]([N:13]2[CH2:18][CH2:17][NH:16][CH2:15][CH2:14]2)=[CH:7][C:5]([NH2:6])=[C:4]([N+:10]([O-:12])=[O:11])[CH:3]=1 |f:2.3.4|. Procedure details: Into a solution of 20.02 g of 4,5-dichloro-2-nitroaniline and 8.70 g of piperazine in 100 ml of cyclohexanol, 12.80 g of sodium carbonate was added and stirred at 150° C. for 14 hours. Cooling the reaction liquid to room temperature, water was added and the system was extracted with chloroform. The chloroform layer was dried on anhydrous magnesium sulfate and the solvent was distilled off. Thus obtained residue was washed with diisopropyl ether to provide 21.07 g of 4-chloro-2-nitro-5-(piperazin... Starting materials: COC(=O)c1nn(-c2ccc(S(C)(=O)=O)cc2)c(=O)cc1OC1CCN(C(=O)OC(C)(C)C)CC1, C1CCOC1, CO, N. The product is CC(C)(C)OC(=O)N1CCC(Oc2cc(=O)n(-c3ccc(S(C)(=O)=O)cc3)nc2C(N)=O)CC1. As a reaction SMILES: [C:1]([CH3:2])([CH3:3])([CH3:4])[O:5][C:6](=[O:7])[N:8]1[CH2:9][CH2:10][CH:11]([O:14][c:15]2[c:16]([C:32]([O:34][CH3:33])=[O:35])[n:17][n:18](-[c:22]3[cH:23][cH:24][c:25]([S:28](=[O:29])(=[O:30])[CH3:31])[cH:26][cH:27]3)[c:19](=[O:21])[cH:20]2)[CH2:12][CH2:13]1.[CH2:39]1[O:40][CH2:41][CH2:42][CH2:43]1.[CH3:37][OH:38].[NH3:36]>>[C:1]([CH3:2])([CH3:3])([CH3:4])[O:5][C:6](=[O:7])[N:8]1[CH2:9][CH2:10][CH:11]([O:14][c:15]2[c:16]([C:32](=[O:34])[NH2:36])[n:17][n:18](-[c:22]3[cH:23][cH:24][c:25]([S:28](=[O:29])(=[O:30])[CH3:31])[cH:26][cH:27]3)[c:19](=[O:21])[cH:20]2)[CH2:12][CH2:13]1.